This data is from the Open Reaction Database (ORD), a public repository of structured organic reaction records. The task is: describe an organic reaction: reactants, conditions, products, and yield Reactants: CCCN(CCC)C1CCc2cccc(Br)c2C1, O=C([O-])O, [Li]CCCC, CCCCCC, COC(=O)Cl, [Na+], C1CCOC1. The product is CCCN(CCC)C1CCc2cccc(C(=O)OC)c2C1. As a reaction SMILES: [Br:1][c:2]1[cH:3][cH:4][cH:5][c:6]2[c:11]1[CH2:10][CH:9]([N:12]([CH2:13][CH2:14][CH3:15])[CH2:16][CH2:17][CH3:18])[CH2:8][CH2:7]2.[C:40](=[O:41])([OH:42])[O-:43].[CH2:19]([Li:20])[CH2:21][CH2:22][CH3:23].[CH3:24][CH2:25][CH2:26][CH2:27][CH2:28][CH3:29].[Cl:30][C:31](=[O:32])[O:33][CH3:34].[Na+:44].[O:35]1[CH2:36][CH2:37][CH2:38][CH2:39]1>>[c:2]1([C:31](=[O:32])[O:33][CH3:34])[cH:3][cH:4][cH:5][c:6]2[c:11]1[CH2:10][CH:9]([N:12]([CH2:13][CH2:14][CH3:15])[CH2:16][CH2:17][CH3:18])[CH2:8][CH2:7]2. Solvent: C(C)#N (acetonitrile), CO (methanol). Run at temperature 0 celsius. RXN SMILES: [F:1][C:2]1[CH:7]=[CH:6][C:5]([C:8](=O)[CH:9]([C:11]2[CH:16]=[CH:15][C:14]([S:17][CH3:18])=[CH:13][CH:12]=2)Br)=[CH:4][CH:3]=1.[Cl:20][C:21]1[CH:31]=[CH:30][CH:29]=[CH:28][C:22]=1[O:23][CH2:24][C:25]([NH2:27])=[S:26]>C(#N)C.CO>[Cl:20][C:21]1[CH:31]=[CH:30][CH:29]=[CH:28][C:22]=1[O:23][CH2:24][C:25]1[S:26][C:9]([C:11]2[CH:16]=[CH:15][C:14]([S:17][CH3:18])=[CH:13][CH:12]=2)=[C:8]([C:5]2[CH:6]=[CH:7][C:2]([F:1])=[CH:3][CH:4]=2)[N:27]=1. Procedure details: A solution of 1-(4-fluorophenyl)-2-(4-methylthiophenyl)-2-bromo-ethanone (2.05 g, 6.04 mmol) (Example 1, Step 3) and 2-chlorophenoxy thioacetamide (1.21 g, 6.0 mmol) in 30 mL of acetonitrile was heated to reflux for 3 hours. The solution was diluted with methanol, cooled to 0° C. in an ice bath and a precipitate formed that was removed by filtration. The crude solid was further purified by flash chromatography over silica gel and the appropriate fractions were combined, concentrated in vacuo and... Yields the product ClC1=C(OCC=2SC(=C(N2)C2=CC=C(C=C2)F)C2=CC=C(C=C2)SC)C=CC=C1 (((2 -chlorophenoxy) methyl)-4-(4-fluorophenyl)-5-(4-methylthiophenyl) thiazole). Starting materials: FC1=CC=C(C=C1)C(C(Br)C1=CC=C(C=C1)SC)=O (1-(4-fluorophenyl)-2-(4-methylthiophenyl)-2-bromoethanone), ClC1=C(OCC(=S)N)C=CC=C1 (2-chlorophenoxy thioacetamide).